This data is from the Open Reaction Database (ORD), a public repository of structured organic reaction records. The task is: describe an organic reaction: reactants, conditions, products, and yield Starting materials: FC(S(=O)(=O)OC1C(CCCC1)OS(=O)(=O)C(F)(F)F)(F)F (1,2-bistrifluoromethylsulfonyloxycyclohexane), organometallic, FC(S(=O)(=O)OCCCOS(=O)(=O)C(F)(F)F)(F)F (1,3-bistrifluoromethylsulfonyloxypropane). Yields the product FC(S(=O)(=O)OCCOS(=O)(=O)C(F)(F)F)(F)F (1,2-Bistrifluoromethylsulfonyloxyethane), indenes. Reaction SMILES: FC(F)(F)S(OCCCOS(C(F)(F)F)(=O)=O)(=O)=O.[F:20][C:21]([F:41])([F:40])[S:22]([O:25][CH:26]1CCCC[CH:27]1[O:32][S:33]([C:36]([F:39])([F:38])[F:37])(=[O:35])=[O:34])(=[O:24])=[O:23]>>[F:38][C:36]([F:37])([F:39])[S:33]([O:32][CH2:27][CH2:26][O:25][S:22]([C:21]([F:41])([F:40])[F:20])(=[O:24])=[O:23])(=[O:34])=[O:35]. Procedure: Preparation and handling of organometallic compounds were carried out in the absence of air and moisture under argon (Schlenk technique or glove box). All solvents required were purged with argon and dried over molecular sieves before use. 1,2-Bistrifluoromethylsulfonyloxyethane was synthesized as described by Lindner, Ekkehard; Au, Guenter von; Eberle, Hans-Juergen; Chem.Ber.; 114; 2; 1981; 810-813. The preparations of 1,3-bistrifluoromethylsulfonyloxypropane and 1,2-bistrifluoromethylsulfonylo...